This data is from the Open Reaction Database (ORD), a public repository of structured organic reaction records. The task is: describe an organic reaction: reactants, conditions, products, and yield Product: COCCNc1cccc2nc(NC(=O)c3ccccc3)nn12. Starting materials: COCCN, O=C(Nc1nc2cccc(Cl)n2n1)c1ccccc1. Reaction SMILES: [CH3:20][O:21][CH2:22][CH2:23][NH2:24].[Cl:1][c:2]1[cH:3][cH:4][cH:5][c:6]2[n:7]1[n:8][c:9]([NH:11][C:12]([c:13]1[cH:14][cH:15][cH:16][cH:17][cH:18]1)=[O:19])[n:10]2>>[c:2]1([NH:24][CH2:23][CH2:22][O:21][CH3:20])[cH:3][cH:4][cH:5][c:6]2[n:7]1[n:8][c:9]([NH:11][C:12]([c:13]1[cH:14][cH:15][cH:16][cH:17][cH:18]1)=[O:19])[n:10]2. The reactants are NC1=NC=NN2C1=C(C=C2CO)C2=CC=C(C=C2)NC(=O)NC2=NC(=CC=C2)C(F)(F)F (N-{4-[4-amino-7-(hydroxymethyl)pyrrolo[2,1-f][1,2,4]triazin-5-yl]phenyl}-N′-[6-(trifluoromethyl)pyridin-2-yl]urea), 3,3,3-triacetoxy-3-iodophthalide. Run in C1CCOC1 (THF). Conditions: time 4 day. The product is NC1=NC=NN2C1=C(C=C2C=O)C2=CC=C(C=C2)NC(=O)NC2=NC(=CC=C2)C(F)(F)F (N-[4-(4-amino-7-formylpyrrolo[2,1-f][1,2,4]triazin-5-yl)phenyl]-N′-[6-(trifluoromethyl)pyridin-2-yl]urea). The yield is 41.2%. As a reaction SMILES: [NH2:1][C:2]1[C:7]2=[C:8]([C:13]3[CH:18]=[CH:17][C:16]([NH:19][C:20]([NH:22][C:23]4[CH:28]=[CH:27][CH:26]=[C:25]([C:29]([F:32])([F:31])[F:30])[N:24]=4)=[O:21])=[CH:15][CH:14]=3)[CH:9]=[C:10]([CH2:11][OH:12])[N:6]2[N:5]=[CH:4][N:3]=1>C1COCC1>[NH2:1][C:2]1[C:7]2=[C:8]([C:13]3[CH:18]=[CH:17][C:16]([NH:19][C:20]([NH:22][C:23]4[CH:28]=[CH:27][CH:26]=[C:25]([C:29]([F:32])([F:31])[F:30])[N:24]=4)=[O:21])=[CH:15][CH:14]=3)[CH:9]=[C:10]([CH:11]=[O:12])[N:6]2[N:5]=[CH:4][N:3]=1. Procedure details: To a suspension of Example 105 (14.7 mg, 0.033 mmol) in THF (3 mL) was added 3,3,3-triacetoxy-3-iodophthalide (42.2 mg, 0.10 mmol). The mixture was stirred at rt under nitrogen for 4 d. The solvent was evaporated under reduced pressure. The residue was dissolved in DMF and purified by HPLC using a gradient of 20-90% MeCN in water to yield 6.0 mg (41%) of the title compound. 1H-NMR (DMSO-d6) 10.34 (s, 1H), 9.90 (bs, 1H), 9.75 (bs, 1H), 8.15 (s, 1H), 8.06-7.99 (m, 2H), 7.59 (d, J=8.6, 2H), 7.51 (d... The reactants are COC=1C=C(C=CC1OC)C1=CC=C(C=N1)/C=C/C(=O)OC(C)(C)C ((E)-tert-Butyl 3-(6-(3,4-dimethoxyphenyl)pyridin-3-yl)acrylate), FC(C(=O)O)(F)F (trifluoroacetic acid). The solvent is C(Cl)Cl (DCM). Run at time 18 hour. Yields the product FC(C(=O)O)(F)F.COC=1C=C(C=CC1OC)C1=CC=C(C=N1)/C=C/C(=O)O ((E)-3-(6-(3,4-Dimethoxyphenyl)pyridin-3-yl)acrylic acid compound with 2,2,2-trifluoroacetic acid). The yield is 92.0%. RXN SMILES: [CH3:1][O:2][C:3]1[CH:4]=[C:5]([C:11]2[N:16]=[CH:15][C:14](/[CH:17]=[CH:18]/[C:19]([O:21]C(C)(C)C)=[O:20])=[CH:13][CH:12]=2)[CH:6]=[CH:7][C:8]=1[O:9][CH3:10].[F:26][C:27]([F:32])([F:31])[C:28]([OH:30])=[O:29]>C(Cl)Cl>[F:26][C:27]([F:32])([F:31])[C:28]([OH:30])=[O:29].[CH3:1][O:2][C:3]1[CH:4]=[C:5]([C:11]2[N:16]=[CH:15][C:14](/[CH:17]=[CH:18]/[C:19]([OH:21])=[O:20])=[CH:13][CH:12]=2)[CH:6]=[CH:7][C:8]=1[O:9][CH3:10] |f:3.4|. Procedure: To a solution of tert-butyl ester 39 (0.45 g, 1.3 mmol) in DCM (5 mL) was added neat trifluoroacetic acid (1.7 mL). The reaction was allowed to stir at room temperature for 18 h then concentrated; the residue was triturated with diethyl ether, to give title compound 40 (0.376 g, 92% yield). The reactants are O=C([O-])O, CCC(NC(=O)OCc1ccccc1)C1(C)CCC2(CC1)OCCO2, CC(C)=O, Cl, [Na+]. As a reaction SMILES: [C:26](=[O:27])([OH:28])[O-:29].[CH2:1]([c:2]1[cH:3][cH:4][cH:5][cH:6][cH:7]1)[O:8][C:9]([NH:10][CH:11]([CH2:12][CH3:13])[C:14]1([CH3:24])[CH2:15][CH2:16][C:17]2([O:18][CH2:21][CH2:20][O:19]2)[CH2:22][CH2:23]1)=[O:25].[CH3:31][C:32](=[O:33])[CH3:34].[ClH:35].[Na+:30]>>[CH2:1]([c:2]1[cH:3][cH:4][cH:5][cH:6][cH:7]1)[O:8][C:9]([NH:10][CH:11]([CH2:12][CH3:13])[C:14]1([CH3:24])[CH2:15][CH2:16][C:17](=[O:18])[CH2:22][CH2:23]1)=[O:25]. Product: CCC(NC(=O)OCc1ccccc1)C1(C)CCC(=O)CC1. Reactants: BrC(Br)(Br)Br, ClCCl, Cc1ccc(Oc2ccc(Nc3ncnc4cccc(OC(C)CNC(=O)C(O)CCO)c34)cc2C)cn1, c1ccc(P(c2ccccc2)c2ccccc2)cc1. Product: Cc1ccc(Oc2ccc(Nc3ncnc4cccc(OC(C)CNC(=O)C(O)CCBr)c34)cc2C)cn1. RXN SMILES: [C:58]([Br:59])([Br:60])([Br:61])[Br:62].[Cl:63][CH2:64][Cl:65].[OH:20][CH:21]([C:22](=[O:23])[NH:24][CH2:25][CH:26]([CH3:27])[O:28][c:29]1[c:30]2[c:31]([NH:39][c:40]3[cH:41][c:42]([CH3:54])[c:43]([O:46][c:47]4[cH:48][n:49][c:50]([CH3:53])[cH:51][cH:52]4)[cH:44][cH:45]3)[n:32][cH:33][n:34][c:35]2[cH:36][cH:37][cH:38]1)[CH2:55][CH2:56][OH:57].[c:1]1([P:2]([c:3]2[cH:4][cH:5][cH:6][cH:7][cH:8]2)[c:9]2[cH:10][cH:11][cH:12][cH:13][cH:14]2)[cH:15][cH:16][cH:17][cH:18][cH:19]1>>[OH:20][CH:21]([C:22](=[O:23])[NH:24][CH2:25][CH:26]([CH3:27])[O:28][c:29]1[c:30]2[c:31]([NH:39][c:40]3[cH:41][c:42]([CH3:54])[c:43]([O:46][c:47]4[cH:48][n:49][c:50]([CH3:53])[cH:51][cH:52]4)[cH:44][cH:45]3)[n:32][cH:33][n:34][c:35]2[cH:36][cH:37][cH:38]1)[CH2:55][CH2:56][Br:59]. As a reaction SMILES: [N:1]1([C:7]2[CH:15]=[CH:14][C:13]([N+:16]([O-:18])=[O:17])=[CH:12][C:8]=2[C:9](Cl)=[O:10])[CH2:6][CH2:5][O:4][CH2:3][CH2:2]1.[NH:19]1[CH2:24][CH:23]=[C:22]([C:25]2[CH:32]=[CH:31][C:28]([C:29]#[N:30])=[CH:27][CH:26]=2)[CH2:21][CH2:20]1>>[N:1]1([C:7]2[CH:15]=[CH:14][C:13]([N+:16]([O-:18])=[O:17])=[CH:12][C:8]=2[C:9]([N:19]2[CH2:20][CH:21]=[C:22]([C:25]3[CH:32]=[CH:31][C:28]([C:29]#[N:30])=[CH:27][CH:26]=3)[CH2:23][CH2:24]2)=[O:10])[CH2:6][CH2:5][O:4][CH2:3][CH2:2]1. Procedure details: According to the procedure described for the synthesis of example 1, the title compound has been synthesized from 2-morpholin-4-yl-5-nitro-benzoyl chloride and 4-(1,2,3,6-Tetrahydro-pyridin-4-yl)-benzonitrile (CAS: 460365-22-4). MS (m/e): 417.0 (M−H, 100%) Yields the product N1(CCOCC1)C1=C(C(=O)N2CCC(=CC2)C2=CC=C(C#N)C=C2)C=C(C=C1)[N+](=O)[O-] (4-[1-(2-Morpholin-4-yl-5-nitro-benzoyl)-1,2,3,6-tetrahydro-pyridin-4-yl]benzonitrile). Starting materials: N1(CCOCC1)C1=C(C(=O)Cl)C=C(C=C1)[N+](=O)[O-] (2-morpholin-4-yl-5-nitro-benzoyl chloride), N1CCC(=CC1)C1=CC=C(C#N)C=C1 (4-(1,2,3,6-Tetrahydro-pyridin-4-yl)-benzonitrile). Reactants: CCNCC, CO, CS(=O)(=O)OCC1CC1C#N. The product is CCN(CC)CC1CC1C#N. RXN SMILES: [CH2:12]([CH3:13])[NH:14][CH2:15][CH3:16].[CH3:17][OH:18].[CH3:1][S:2]([O:3][CH2:6][CH:7]1[CH:8]([C:10]#[N:11])[CH2:9]1)(=[O:4])=[O:5]>>[CH2:6]([CH:7]1[CH:8]([C:10]#[N:11])[CH2:9]1)[N:14]([CH2:12][CH3:13])[CH2:15][CH3:16].